From a dataset of the Open Reaction Database (ORD), a public repository of structured organic reaction records. describe an organic reaction: reactants, conditions, products, and yield Reactants: CS(=O)C (DMSO), ICC (1-iodoethane), CCN(C(C)C)C(C)C (DIPEA), CCN(C(C)C)C(C)C (DIPEA), C(CCC)OC1=NC(=C2N=C(N(C2=N1)CCCC1NCCCC1)OC)N (2-(Butyloxy)-8-(methyloxy)-9-[3-(2-piperidinyl)propyl]-9H-purin-6-amine). Run in CO (MeOH), C(C)#N (acetonitrile), C(C)#N (acetonitrile), CN(C)C=O (DMF). Reaction conditions: temperature 50 celsius, time 4 hour. The product is ICC (1-iodoethane), NC1=C2NC(N(C2=NC(=N1)OCCCC)CCCC1N(CCCC1)CC)=O (6-Amino-2-(butyloxy)-9-[3-(1-ethyl-2-piperidinyl)propyl]-7,9-dihydro-8H-purin-8-one). As a reaction SMILES: [CH2:1]([O:5][C:6]1[N:14]=[C:13]2[C:9]([N:10]=[C:11]([O:24]C)[N:12]2[CH2:15][CH2:16][CH2:17][CH:18]2[CH2:23][CH2:22][CH2:21][CH2:20][NH:19]2)=[C:8]([NH2:26])[N:7]=1)[CH2:2][CH2:3][CH3:4].[CH3:27][CH2:28]N(C(C)C)C(C)C.[I:36][CH2:37][CH3:38].CS(C)=O>C(#N)C.CN(C=O)C.CO>[I:36][CH2:37][CH3:38].[NH2:26][C:8]1[N:7]=[C:6]([O:5][CH2:1][CH2:2][CH2:3][CH3:4])[N:14]=[C:13]2[C:9]=1[NH:10][C:11](=[O:24])[N:12]2[CH2:15][CH2:16][CH2:17][CH:18]1[CH2:23][CH2:22][CH2:21][CH2:20][N:19]1[CH2:27][CH3:28]. Procedure: A solution of 1-iodoethane was prepared by dissolving 1 mmole in acetonitrile (1 ml). A portion of this solution (0.12 ml, equivalent to 0.12 mmol) was added to a test tube. 2-(Butyloxy)-8-(methyloxy)-9-[3-(2-piperidinyl)propyl]-9H-purin-6-amine (435 mg, 1.2 mmol) was dissolved in DMF (6.0 ml) and an aliquot (0.5 ml, 0.1 mmole) dispensed to the tube. DIPEA (40 μL, 0.23 mmol) was added, and heated to 50° C. for 18 hours. An additional aliquot of 1-iodoethane in acetonitrile (80 uL, 0.08 mmol) (to...